Dataset: the Open Reaction Database (ORD), a public repository of structured organic reaction records. Task: describe an organic reaction: reactants, conditions, products, and yield Starting materials: COC=1C=C(C=CC1CN1CCOCC1)O (3-Methoxy-4-(morpholinomethyl)phenol), CS(=O)(=O)OC1CN(C1)C(=O)OC(C)(C)C (tert-butyl 3-[(methylsulfonyl)oxy]azetidine-1-carboxylate), [H-].[Na+] (NaH), [OH-].[Na+] (NaOH). The solvent is CN(C)C=O (DMF), CN(C)C=O (DMF), CN(C)C=O (DMF), O (Water). Reaction conditions: temperature 80 celsius. The product is COC=1C=C(OC2CN(C2)C(=O)OC(C)(C)C)C=CC1CN1CCOCC1 (tert-Butyl 3-(3-methoxy-4-(morpholinomethyl)phenoxy)azetidine-1-carboxylate). Isolated yield 105.9%. As a reaction SMILES: [H-].[Na+].[CH3:3][O:4][C:5]1[CH:6]=[C:7]([OH:18])[CH:8]=[CH:9][C:10]=1[CH2:11][N:12]1[CH2:17][CH2:16][O:15][CH2:14][CH2:13]1.CS(O[CH:24]1[CH2:27][N:26]([C:28]([O:30][C:31]([CH3:34])([CH3:33])[CH3:32])=[O:29])[CH2:25]1)(=O)=O.[OH-].[Na+]>CN(C=O)C.O>[CH3:3][O:4][C:5]1[CH:6]=[C:7]([CH:8]=[CH:9][C:10]=1[CH2:11][N:12]1[CH2:17][CH2:16][O:15][CH2:14][CH2:13]1)[O:18][CH:24]1[CH2:25][N:26]([C:28]([O:30][C:31]([CH3:34])([CH3:33])[CH3:32])=[O:29])[CH2:27]1 |f:0.1,4.5|. Procedure details: A mixture of NaH (55-65% disp. in oil, 0.30 g, 6.88 mmol) in dry DMF (5 mL) under nitrogen was cooled by a water-bath. A solution of 7A (1.17 g, 5.24 mmol) in DMF (10 mL) was added drop-wise over 15 minutes. The mixture was stirred for one h and then tert-butyl 3-[(methylsulfonyl)oxy]azetidine-1-carboxylate (1.7 g, 6.77 mmol) in DMF (10 mL) was added. The mixture was heated to 80° C. for 3 days and then cooled to RT. Water and some aqueous NaOH were added and the mixture was extracted three time... Reactants: CC(C(OC)OC)\C=C\C=C(CCC=C(C)C)C ((E)-2,6,10-trimethyl-1,1-dimethoxy-3,5,9-undecatriene), ( 2A ), C1CCOC1 (THF), CC=1C=CC(=CC1)S(=O)(=O)O (PTSA), C(=O)(O)[O-].[Na+] (NaHCO3). Run in O (water), O (water). Reaction conditions: time 24 hour. The product is CC(C=O)C=CC=C(CCC=C(C)C)C (2,6,10-trimethyl-3,5,9-undecatriene-1-aldehyde). The yield is 101.8%. As a reaction SMILES: [CH3:1][CH:2](/[CH:8]=[CH:9]/[CH:10]=[C:11]([CH3:18])[CH2:12][CH2:13][CH:14]=[C:15]([CH3:17])[CH3:16])[CH:3](OC)[O:4]C.C1COCC1.CC1C=CC(S(O)(=O)=O)=CC=1.C([O-])(O)=O.[Na+]>O>[CH3:1][CH:2]([CH:8]=[CH:9][CH:10]=[C:11]([CH3:18])[CH2:12][CH2:13][CH:14]=[C:15]([CH3:17])[CH3:16])[CH:3]=[O:4] |f:3.4|. Reported procedure: To a 250 mL four-neck reaction flask protected from atmospheric moisture by nitrogen gas throughout the course of the reaction a mixture of 12.6 g of (E)-2,6,10-trimethyl-1,1-dimethoxy-3,5,9-undecatriene (0.05 mol) of formula (2A), 100 mL THF and 1.2 g of PTSA was added. After stirred until homogeneous, 22 g of water was added, and additional 24 h of stirring at 20˜25° C. was needed until the reaction completed according to GC. Then a solution of 2 g of NaHCO3 and 20 mL water was added for neutr... Starting materials: CCOC(=O)C=Cc1ccc(N(C(=O)OC(C)(C)C)C2CCN(C3CC(C)(C)NC(C)(C)C3)C2)nc1, C[O-], CO, Cl, Cl, [K+], NO. The product is CC1(C)CC(N2CCC(N(C(=O)OC(C)(C)C)c3ccc(C=CC(=O)NO)cn3)C2)CC(C)(C)N1. Reaction SMILES: [C:1]([CH3:2])([CH3:3])([CH3:4])[O:5][C:6](=[O:7])[N:8]([c:9]1[cH:10][cH:11][c:12]([CH:15]=[CH:16][C:17]([O:19][CH2:18][CH3:20])=[O:21])[cH:13][n:14]1)[CH:22]1[CH2:23][N:24]([CH:27]2[CH2:28][C:29]([CH3:35])([CH3:36])[NH:30][C:31]([CH3:33])([CH3:34])[CH2:32]2)[CH2:25][CH2:26]1.[CH3:40][O-:41].[CH3:44][OH:45].[ClH:37].[ClH:43].[K+:42].[NH2:38][OH:39]>>[C:1]([CH3:2])([CH3:3])([CH3:4])[O:5][C:6](=[O:7])[N:8]([c:9]1[cH:10][cH:11][c:12]([CH:15]=[CH:16][C:17](=[O:19])[NH:38][OH:39])[cH:13][n:14]1)[CH:22]1[CH2:23][N:24]([CH:27]2[CH2:28][C:29]([CH3:35])([CH3:36])[NH:30][C:31]([CH3:33])([CH3:34])[CH2:32]2)[CH2:25][CH2:26]1.